From a dataset of the Open Reaction Database (ORD), a public repository of structured organic reaction records. describe an organic reaction: reactants, conditions, products, and yield Starting materials: [N+](=O)([O-])C1=CC=C(C=C1)N1C[C@H](CC1)NC(C)=O (N-[(3S)-1-(4-nitrophenyl)pyrrolidin-3-yl]acetamide). Run in CCO (EtOH). The product is NC1=CC=C(C=C1)N1C[C@H](CC1)NC(C)=O (N-[(3S)-1-(4-Aminophenyl)pyrrolidin-3-yl]acetamide). As a reaction SMILES: [N+:1]([C:4]1[CH:9]=[CH:8][C:7]([N:10]2[CH2:14][CH2:13][C@H:12]([NH:15][C:16](=[O:18])[CH3:17])[CH2:11]2)=[CH:6][CH:5]=1)([O-])=O>CCO>[NH2:1][C:4]1[CH:5]=[CH:6][C:7]([N:10]2[CH2:14][CH2:13][C@H:12]([NH:15][C:16](=[O:18])[CH3:17])[CH2:11]2)=[CH:8][CH:9]=1. Procedure: The title compound was prepared by the procedure of Method 43 starting from N-[(3S)-1-(4-nitrophenyl)pyrrolidin-3-yl]acetamide (Method 48). NMR: 1.79 (s, 3H), 1.69-1.88 (m, 1H), 2.07-2.20 (m, 1H), 2.82-2.93 (m, 1H), 3.01-3.14 (m, 1H), 3.16-3.38 (m, 2H), 4.25-4.36 (m, 1H), 6.31 (d, 2H), 6.51 (d, 2H), 8.08 (d, 1H)+EtOH. The reactants are Clc1ccncc1, [Na], OCCO. Yields the product OCCOc1ccncc1. As a reaction SMILES: [Cl:2][c:3]1[cH:4][cH:5][n:6][cH:7][cH:8]1.[Na:1].[OH:9][CH2:10][CH2:11][OH:12]>>[c:3]1([O:12][CH2:11][CH2:10][OH:9])[cH:4][cH:5][n:6][cH:7][cH:8]1. The reactants are OC=1N=C2N(C(C1)=O)C=CC(=C2)OCC=2SC=C(N2)C(C)C (2-hydroxy-8-[(4-isopropyl-1,3-thiazol-2-yl)methoxy]-4H-pyrido[1,2-a]pyrimidin-4-one), C(O)([O-])=O.[Na+] (sodium hydrogencarbonate), P(=O)(Cl)(Cl)Cl (phosphorus oxychloride). Solvent: CN(C=O)C (dimethylformamide), CN(C=O)C (Dimethylformamide). Reaction conditions: time 1 hour. Product: OC=1N=C2N(C(C1C=O)=O)C=CC(=C2)OCC=2SC=C(N2)C(C)C (2-Hydroxy-8-[(4-isopropyl-1,3-thiazol-2-yl)methoxy]-4-oxo-4 H-pyrido[1,2-a]-pyrimidine-3-carbaldehyde). The yield is 14.0%. As a reaction SMILES: P(Cl)(Cl)(Cl)=O.[OH:6][C:7]1[N:8]=[C:9]2[CH:17]=[C:16]([O:18][CH2:19][C:20]3[S:21][CH:22]=[C:23]([CH:25]([CH3:27])[CH3:26])[N:24]=3)[CH:15]=[CH:14][N:10]2[C:11](=[O:13])[CH:12]=1.[C:28](=O)([O-])[OH:29].[Na+]>CN(C)C=O>[OH:6][C:7]1[N:8]=[C:9]2[CH:17]=[C:16]([O:18][CH2:19][C:20]3[S:21][CH:22]=[C:23]([CH:25]([CH3:27])[CH3:26])[N:24]=3)[CH:15]=[CH:14][N:10]2[C:11](=[O:13])[C:12]=1[CH:28]=[O:29] |f:2.3|. Procedure details: Dimethylformamide (3 ml) was added with phosphorus oxychloride (130 μl, 1.42 mmol) under ice cooling, and further added dropwise with 2-hydroxy-8-[(4-isopropyl-1,3-thiazol-2-yl)methoxy]-4H-pyrido[1,2-a]pyrimidin-4-one (300 mg, 0.945 mmol) dissolved in dimethylformamide (6 ml) under ice cooling. Then, the reaction solution was returned to room temperature and stirred for 1 hour. The reaction was stopped with saturated aqueous sodium hydrogencarbonate, and the reaction solution was extracted with ... Reactants: CC1=C(NC(=C1)C)\C=C\1/C(N(C2=CC=CC=C12)C(=O)Cl)=O (3-[1-(3,5-dimethyl-1H-pyrrol-2-yl)-meth-(Z)-ylidene]-2-oxo-2,3-dihydro-indole-1-carbonyl chloride), N1(CCOCC1)CC(CO)O (3-morpholin-4-yl-propane-1,2-diol), N1=CC=CC=C1 (pyridine). The solvent is C1CCOC1 (THF). Run at time 15 minute. Yields the product OC(COC(=O)N1C(\C(\C2=CC=CC=C12)=C/C=1NC(=CC1C)C)=O)CN1CCOCC1 (3-[1-(3,5-dimethyl-1H-pyrrol-2-yl)-meth-(Z)-ylidene]-2-oxo-2,3-dihydro-indole-1-carboxylic acid 2-hydroxy-3-morpholin-4-yl-propyl ester). Isolated yield 55.0%. Reaction SMILES: [CH3:1][C:2]1[CH:6]=[C:5]([CH3:7])[NH:4][C:3]=1/[CH:8]=[C:9]1\[C:10](=[O:21])[N:11]([C:18](Cl)=[O:19])[C:12]2[C:17]\1=[CH:16][CH:15]=[CH:14][CH:13]=2.[N:22]1([CH2:28][CH:29]([OH:32])[CH2:30][OH:31])[CH2:27][CH2:26][O:25][CH2:24][CH2:23]1.N1C=CC=CC=1>C1COCC1>[OH:32][CH:29]([CH2:28][N:22]1[CH2:27][CH2:26][O:25][CH2:24][CH2:23]1)[CH2:30][O:31][C:18]([N:11]1[C:12]2[C:17](=[CH:16][CH:15]=[CH:14][CH:13]=2)/[C:9](=[CH:8]/[C:3]2[NH:4][C:5]([CH3:7])=[CH:6][C:2]=2[CH3:1])/[C:10]1=[O:21])=[O:19]. Procedure details: A reaction mixture of 3-[1-(3,5-dimethyl-1H-pyrrol-2-yl)-meth-(Z)-ylidene]-2-oxo-2,3-dihydro-indole-1-carbonyl chloride (150 mg, 0.5 mmol), 3-morpholin-4-yl-propane-1,2-diol, and pyridine in 3.0 mL of THF was stirred at room temperature for 15 min and filtered. The solid was then washed with ethyl acetate and ether to give 116 mg (55%) of 3-[1-(3,5-dimethyl-1H-pyrrol-2-yl)-meth-(Z)-ylidene]-2-oxo-2,3-dihydro-indole-1-carboxylic acid 2-hydroxy-3-morpholin-4-yl-propyl ester as an orange solid. 1HN... Starting materials: CO, O=[N+]([O-])c1ccc(OCCC(F)(F)F)cc1. Yields the product Nc1ccc(OCCC(F)(F)F)cc1. RXN SMILES: [CH3:17][OH:18].[N+:1]([O-:2])(=[O:3])[c:4]1[cH:5][cH:6][c:7]([O:10][CH2:11][CH2:12][C:13]([F:14])([F:15])[F:16])[cH:8][cH:9]1>>[NH2:1][c:4]1[cH:5][cH:6][c:7]([O:10][CH2:11][CH2:12][C:13]([F:14])([F:15])[F:16])[cH:8][cH:9]1. RXN SMILES: [CH2:1]([S:4][C:5]1[CH:10]=[CH:9][CH:8]=[CH:7][CH:6]=1)[C:2]#[CH:3].Cl[C:12]([O:14][CH2:15][CH3:16])=[O:13]>>[CH2:15]([O:14][C:12](=[O:13])[C:3]#[C:2][CH2:1][S:4][C:5]1[CH:10]=[CH:9][CH:8]=[CH:7][CH:6]=1)[CH3:16]. Product: C(C)OC(C#CCSC1=CC=CC=C1)=O (4-Phenylsulfanyl-but-2-ynoic acid ethyl ester). Starting materials: C(C#C)SC1=CC=CC=C1 (prop-2-ynylsulfanyl-benzene), ClC(=O)OCC (ethyl chloroformate), ( 5697-5708 ). Procedure: The title compound was prepared from prop-2-ynylsulfanyl-benzene and ethyl chloroformate in accordance with the procedures of G. Cai et al., Tetrahedron, 2006, (5697-5708). The reactants are CC(C)(C#C)O (2-methyl-3-butyn-2-ol), FC=1C=CC2=C(C(N(CC=3N2C=NC3I)C)=O)C1 (8-fluoro-4,5-dihydro-3-iodo-5-methyl-6H-imidazo[1,5-a][1,4]benzodiazepin-6-one). Reagents/catalysts: Cl[Pd]([P](C1=CC=CC=C1)(C2=CC=CC=C2)C3=CC=CC=C3)([P](C4=CC=CC=C4)(C5=CC=CC=C5)C6=CC=CC=C6)Cl (bis-(triphenylphosphine)-palladium(II) dichloride), [Cu]I (copper(I) iodide). Solvent: C(C)NCC (diethylamine). Yields the product FC=1C=CC2=C(C(N(CC=3N2C=NC3C#CC(C)(C)O)C)=O)C1 (8-fluoro-4,5-dihydro-3-(3-hydroxy-3-methyl-1-butynyl)-5-methyl-6H-imidazo[1,5-a][1,4]benzodiazepin-6-one). As a reaction SMILES: [F:1][C:2]1[CH:3]=[CH:4][C:5]2[N:11]3[CH:12]=[N:13][C:14](I)=[C:10]3[CH2:9][N:8]([CH3:16])[C:7](=[O:17])[C:6]=2[CH:18]=1.[CH3:19][C:20]([OH:24])([C:22]#[CH:23])[CH3:21]>C(NCC)C.Cl[Pd](Cl)([P](C1C=CC=CC=1)(C1C=CC=CC=1)C1C=CC=CC=1)[P](C1C=CC=CC=1)(C1C=CC=CC=1)C1C=CC=CC=1.[Cu]I>[F:1][C:2]1[CH:3]=[CH:4][C:5]2[N:11]3[CH:12]=[N:13][C:14]([C:23]#[C:22][C:20]([OH:24])([CH3:21])[CH3:19])=[C:10]3[CH2:9][N:8]([CH3:16])[C:7](=[O:17])[C:6]=2[CH:18]=1 |^1:32,51|. Procedure details: 3.57 g (10 mmol) of 8-fluoro-4,5-dihydro-3-iodo-5-methyl-6H-imidazo[1,5-a][1,4]benzodiazepin-6-one was heated to boiling under reflux for 6.5 hours with 0.925 g (11 mmol) of 2-methyl-3-butyn-2-ol, 70 mg of bis-(triphenylphosphine)-palladium(II) dichloride and 10 mg of copper(I) iodide in 30 ml of diethylamine. The reaction mixture was then evaporated and the residue was chromatographed on silica gel while eluting with ethyl acetate. After recrystallization from ethyl acetate there was obtained 8...